Dataset: the Open Reaction Database (ORD), a public repository of structured organic reaction records. Task: describe an organic reaction: reactants, conditions, products, and yield Reactants: C1CCOC1, CC(C)(C)[O-], CI, Cl, [K+], O, Cc1ccc(C(C)C)c(CO)c1O. The product is COc1c(C)ccc(C(C)C)c1CO. As a reaction SMILES: [CH2:23]1[O:24][CH2:25][CH2:26][CH2:27]1.[CH3:14][C:15]([CH3:16])([O-:17])[CH3:18].[CH3:20][I:21].[ClH:22].[K+:19].[OH2:28].[OH:1][CH2:2][c:3]1[c:4]([OH:13])[c:5]([CH3:12])[cH:6][cH:7][c:8]1[CH:9]([CH3:10])[CH3:11]>>[OH:1][CH2:2][c:3]1[c:4]([O:13][CH3:14])[c:5]([CH3:12])[cH:6][cH:7][c:8]1[CH:9]([CH3:10])[CH3:11]. Starting materials: O1CCN(CC1)C1=CC=C(C=C1)C=1NC2=C(N1)C=CC(=C2)N (2-(4-morpholinophenyl)-5-aminobenzimidazole), C(C(=O)O)(=O)O (oxalic acid). The product is O1CCN(CC1)C1=CC=C(C=C1)C1=NC2=C(N1)C=CC(=C2)NC(C(=O)NC2=CC1=C(NC(=N1)C1=CC=C(C=C1)N1CCOCC1)C=C2)=O (N,N′-bis-(2-(4-Morpholinophenyl)-1H-benzimidazol-5-yl)oxalamide). As a reaction SMILES: [O:1]1[CH2:6][CH2:5][N:4]([C:7]2[CH:12]=[CH:11][C:10]([C:13]3[NH:14][C:15]4[CH:21]=[C:20]([NH2:22])[CH:19]=[CH:18][C:16]=4[N:17]=3)=[CH:9][CH:8]=2)[CH2:3][CH2:2]1.[C:23]([OH:28])(=O)[C:24](O)=[O:25]>>[O:1]1[CH2:6][CH2:5][N:4]([C:7]2[CH:12]=[CH:11][C:10]([C:13]3[NH:17][C:16]4[CH:18]=[CH:19][C:20]([NH:22][C:23](=[O:28])[C:24]([NH:22][C:20]5[CH:19]=[CH:18][C:16]6[NH:17][C:13]([C:10]7[CH:11]=[CH:12][C:7]([N:4]8[CH2:3][CH2:2][O:1][CH2:6][CH2:5]8)=[CH:8][CH:9]=7)=[N:14][C:15]=6[CH:21]=5)=[O:25])=[CH:21][C:15]=4[N:14]=3)=[CH:9][CH:8]=2)[CH2:3][CH2:2]1. Reported procedure: Compound 434 was prepared according to the procedure similar to that described in Scheme V from 2-(4-morpholinophenyl)-5-aminobenzimidazole and oxalic acid. [M+H]+ calcd for C36H34N8O4: 643.27; found: 643.09. Reactants: C(CCC)OC1=NC(=C2N=C(N(C2=N1)CCC1CNCCC1)OC)N (2-(butyloxy)-8-(methyloxy)-9-[2-(3-piperidinyl)ethyl]-9H-purin-6-amine), IC1CCCC1 (iodocyclopentane). Product: NC1=C2NC(N(C2=NC(=N1)OCCCC)CCC1CN(CCC1)C1CCCC1)=O (6-Amino-2-(butyloxy)-9-[2-(1-cyclopentyl-3-piperidinyl)ethyl]-7,9-dihydro-8H-purin-8-one). As a reaction SMILES: [CH2:1]([O:5][C:6]1[N:14]=[C:13]2[C:9]([N:10]=[C:11]([O:23]C)[N:12]2[CH2:15][CH2:16][CH:17]2[CH2:22][CH2:21][CH2:20][NH:19][CH2:18]2)=[C:8]([NH2:25])[N:7]=1)[CH2:2][CH2:3][CH3:4].I[CH:27]1[CH2:31][CH2:30][CH2:29][CH2:28]1>>[NH2:25][C:8]1[N:7]=[C:6]([O:5][CH2:1][CH2:2][CH2:3][CH3:4])[N:14]=[C:13]2[C:9]=1[NH:10][C:11](=[O:23])[N:12]2[CH2:15][CH2:16][CH:17]1[CH2:22][CH2:21][CH2:20][N:19]([CH:27]2[CH2:31][CH2:30][CH2:29][CH2:28]2)[CH2:18]1. Reported procedure: Prepared similarly to Example 14 from 2-(butyloxy)-8-(methyloxy)-9-[2-(3-piperidinyl)ethyl]-9H-purin-6-amine and iodocyclopentane. The reactants are COC(=O)c1ccc(-c2cc(OC)ccc2F)c(C(C)=C(C)C)c1, CCOC(C)=O, [H][H]. The product is COC(=O)c1ccc(-c2cc(OC)ccc2F)c(C(C)C(C)C)c1. As a reaction SMILES: [CH3:1][C:2](=[C:3]([CH3:4])[CH3:5])[c:6]1[c:7](-[c:16]2[c:17]([F:24])[cH:18][cH:19][c:20]([O:22][CH3:23])[cH:21]2)[cH:8][cH:9][c:10]([C:12](=[O:13])[O:14][CH3:15])[cH:11]1.[CH3:27][CH2:28][O:29][C:30]([CH3:31])=[O:32].[H:25][H:26]>>[CH3:1][CH:2]([CH:3]([CH3:4])[CH3:5])[c:6]1[c:7](-[c:16]2[c:17]([F:24])[cH:18][cH:19][c:20]([O:22][CH3:23])[cH:21]2)[cH:8][cH:9][c:10]([C:12](=[O:13])[O:14][CH3:15])[cH:11]1. Starting materials: [BH4-].[Na+] (sodium borohydride), ClC1=CC=C(OC(C(C(CSC2=CC=C(C=C2)Cl)(C)C)=O)N2N=CN=C2)C=C1 (1-(4-chlorophenoxy)-4-(4-chlorophenylmercapto)-3,3-dimethyl-1-(1,2,4-triazol-1-yl)-butan-2-one). Solvent: O (water), CO (methanol). Reaction conditions: temperature 20 celsius, time 4 hour. Product: ClC1=CC=C(OC(C(C(CSC2=CC=C(C=C2)Cl)(C)C)O)N2N=CN=C2)C=C1 (1-(4-chlorophenoxy)-4-(4-chlorophenylmercapto)-3,3-dimethyl-1-(1,2,4-triazol-1-yl)-butan-2-ol). Isolated yield 54.5%. RXN SMILES: [BH4-].[Na+].[Cl:3][C:4]1[CH:30]=[CH:29][C:7]([O:8][CH:9]([N:24]2[CH:28]=[N:27][CH:26]=[N:25]2)[C:10](=[O:23])[C:11]([CH3:22])([CH3:21])[CH2:12][S:13][C:14]2[CH:19]=[CH:18][C:17]([Cl:20])=[CH:16][CH:15]=2)=[CH:6][CH:5]=1>O.CO>[Cl:3][C:4]1[CH:5]=[CH:6][C:7]([O:8][CH:9]([N:24]2[CH:28]=[N:27][CH:26]=[N:25]2)[CH:10]([OH:23])[C:11]([CH3:22])([CH3:21])[CH2:12][S:13][C:14]2[CH:15]=[CH:16][C:17]([Cl:20])=[CH:18][CH:19]=2)=[CH:29][CH:30]=1 |f:0.1|. Procedure: 0.35 g (0.0092 mol) of sodium borohydride in 8 ml of water was added in portions to 10 g (0.023 mol) of 1-(4-chlorophenoxy)-4-(4-chlorophenylmercapto)-3,3-dimethyl-1-(1,2,4-triazol-1-yl)-butan-2-one (Example 4e) in 200 ml of methanol. The reaction mixture was subsequently stirred at 20° C. for 4 hours, poured onto water and extracted with ether. The ether phase was dried over sodium sulphate and concentrated. 5.5 g (54.6% of theory) of 1-(4-chlorophenoxy)-4-(4-chlorophenylmercapto)-3,3-dimethyl-... Reactants: CCCCBr, COC(OC)c1c[nH]c(-c2ccccc2)n1, CS(C)=O, [K+], [OH-]. The product is CCCCn1cc(C(OC)OC)nc1-c1ccccc1. RXN SMILES: [CH2:17]([CH2:18][CH2:19][CH3:20])[Br:21].[CH3:1][O:2][CH:3]([c:4]1[n:5][c:6](-[c:9]2[cH:10][cH:11][cH:12][cH:13][cH:14]2)[nH:7][cH:8]1)[O:15][CH3:16].[CH3:24][S:25]([CH3:26])=[O:27].[K+:23].[OH-:22]>>[CH3:1][O:2][CH:3]([c:4]1[n:5][c:6](-[c:9]2[cH:10][cH:11][cH:12][cH:13][cH:14]2)[n:7]([CH2:17][CH2:18][CH2:19][CH3:20])[cH:8]1)[O:15][CH3:16]. The reactants are CCNCC=O, CCCCCCc1nnc(N=C=O)s1, c1ccccc1. Yields the product CCCCCCc1nnc(NC(=O)N(CC)CC=O)s1. As a reaction SMILES: [CH2:15]([CH3:16])[NH:17][CH2:18][CH:19]=[O:20].[CH2:1]([CH2:2][CH2:3][CH2:4][CH2:5][CH3:6])[c:7]1[n:8][n:9][c:10]([N:12]=[C:13]=[O:14])[s:11]1.[cH:21]1[cH:22][cH:23][cH:24][cH:25][cH:26]1>>[CH2:1]([CH2:2][CH2:3][CH2:4][CH2:5][CH3:6])[c:7]1[n:8][n:9][c:10]([NH:12][C:13](=[O:14])[N:17]([CH2:15][CH3:16])[CH2:18][CH:19]=[O:20])[s:11]1.